This data is from the Open Reaction Database (ORD), a public repository of structured organic reaction records. The task is: describe an organic reaction: reactants, conditions, products, and yield Reactants: CC(=CC[C@@H]1[C@@](O1)(C)[C@H]2C[C@@H](CC[C@]23CO3)O)C (5-demethoxyfumagillol), C[S-] (thiomethoxide), O (water). Run in CN(C)C=O (N,N'-dimethylformamide). Conditions: time 1 hour. Product: O1C(C1CC=C(C)C)(C)C1C(CCC(C1)O)(O)CSC (2-(1,2-Epoxy-1,5-dimethyl-4-hexenyl)-1-methylthiomethyl-1,4-cyclohexanediol). Yield: 54.0%. Reaction SMILES: [CH3:1][C:2]([CH3:18])=[CH:3][CH2:4][C@H:5]1[O:7][C@@:6]1([C@@H:9]1[C@:14]2([O:16][CH2:15]2)[CH2:13][CH2:12][C@@H:11]([OH:17])[CH2:10]1)[CH3:8].[CH3:19][S-:20].O>CN(C=O)C>[O:7]1[CH:5]([CH2:4][CH:3]=[C:2]([CH3:18])[CH3:1])[C:6]1([CH:9]1[CH2:10][CH:11]([OH:17])[CH2:12][CH2:13][C:14]1([CH2:15][S:20][CH3:19])[OH:16])[CH3:8]. Reported procedure: To a solution of 5-demethoxyfumagillol (280 mg) in N,N'-dimethylformamide (2 ml), thiomethoxide (220 mg) was added, and the mixture was stirred at room temperature for 1 hour. After adding water (20 ml) thereto, the reaction mixture was extracted with isopropyl ether (50 ml). The organic layer was washed with saturated sodium hydrogen carbonate solution (10 ml) and brine (20 ml), dried over anhydrous magnesium sulfate, and filtered. The residue after distilling off the solvent under reduced pres...